This data is from the Open Reaction Database (ORD), a public repository of structured organic reaction records. The task is: describe an organic reaction: reactants, conditions, products, and yield Starting materials: ClC=1C(=C(C=CC1)[C@H]1[C@@H](N[C@H]([C@]1(C#N)C1=C(C=C(C=C1)Cl)F)CC(C)(C)C)C(=O)NC1=C(C=C(C(=O)OCCO)C=C1)OC)F (2-hydroxyethyl 4-((2R,3S,4R,5S)-3-(3-chloro-2-fluorophenyl)-4-(4-chloro-2-fluorophenyl)-4-cyano-5-neopentylpyrrolidine-2-carboxamido)-3-methoxybenzoate), C(C)(C)(C)OC(=O)NCC(=O)O (2-(tert-butoxycarbonylamino)acetic acid). The product is C(C)(C)(C)OC(=O)NCC(=O)OCCOC(C1=CC(=C(C=C1)NC(=O)[C@@H]1N[C@H]([C@]([C@H]1C1=C(C(=CC=C1)Cl)F)(C#N)C1=C(C=C(C=C1)Cl)F)CC(C)(C)C)OC)=O (4-{[(2R,3S,4R,5S)-4-(4-chloro-2-fluoro-phenyl)-3-(3-chloro-2-fluoro-phenyl)-4-cyano-5-(2,2-dimethyl-propyl)-pyrrolidine-2-carbonyl]-amino}-3-methoxy-benzoic acid 2-(2-tert-butoxycarbonylamino-acetoxy)-ethyl ester). Reaction SMILES: [Cl:1][C:2]1[C:3]([F:45])=[C:4]([C@@H:8]2[C@:12]([C:15]3[CH:20]=[CH:19][C:18]([Cl:21])=[CH:17][C:16]=3[F:22])([C:13]#[N:14])[C@H:11]([CH2:23][C:24]([CH3:27])([CH3:26])[CH3:25])[NH:10][C@H:9]2[C:28]([NH:30][C:31]2[CH:42]=[CH:41][C:34]([C:35]([O:37][CH2:38][CH2:39][OH:40])=[O:36])=[CH:33][C:32]=2[O:43][CH3:44])=[O:29])[CH:5]=[CH:6][CH:7]=1.[C:46]([O:50][C:51]([NH:53][CH2:54][C:55](O)=[O:56])=[O:52])([CH3:49])([CH3:48])[CH3:47]>>[C:46]([O:50][C:51]([NH:53][CH2:54][C:55]([O:40][CH2:39][CH2:38][O:37][C:35](=[O:36])[C:34]1[CH:41]=[CH:42][C:31]([NH:30][C:28]([C@H:9]2[C@H:8]([C:4]3[CH:5]=[CH:6][CH:7]=[C:2]([Cl:1])[C:3]=3[F:45])[C@:12]([C:15]3[CH:20]=[CH:19][C:18]([Cl:21])=[CH:17][C:16]=3[F:22])([C:13]#[N:14])[C@H:11]([CH2:23][C:24]([CH3:25])([CH3:26])[CH3:27])[NH:10]2)=[O:29])=[C:32]([O:43][CH3:44])[CH:33]=1)=[O:56])=[O:52])([CH3:49])([CH3:48])[CH3:47]. Procedure details: In a manner similar to the method described in Example 3, 2-hydroxyethyl 4-((2R,3S,4R,5S)-3-(3-chloro-2-fluorophenyl)-4-(4-chloro-2-fluorophenyl)-4-cyano-5-neopentylpyrrolidine-2-carboxamido)-3-methoxybenzoate was reacted with 2-(tert-butoxycarbonylamino)acetic acid to give 4-{[(2R,3S,4R,5S)-4-(4-chloro-2-fluoro-phenyl)-3-(3-chloro-2-fluoro-phenyl)-4-cyano-5-(2,2-dimethyl-propyl)-pyrrolidine-2-carbonyl]-amino}-3-methoxy-benzoic acid 2-(2-tert-butoxycarbonylamino-acetoxy)-ethyl ester. MS (ES+) m/... Starting materials: [BH4-], O=C([O-])O, COC(=O)CCC(CC=O)CCCCOCc1ccccc1, CCO, [Na+], [Na+], O. Yields the product COC(=O)CCC(CCO)CCCCOCc1ccccc1. As a reaction SMILES: [BH4-:23].[C:26](=[O:27])([OH:28])[O-:29].[CH2:1]([c:2]1[cH:3][cH:4][cH:5][cH:6][cH:7]1)[O:8][CH2:9][CH2:10][CH2:11][CH2:12][CH:13]([CH2:14][CH2:15][C:16](=[O:17])[O:18][CH3:19])[CH2:20][CH:21]=[O:22].[CH3:31][CH2:32][OH:33].[Na+:24].[Na+:30].[OH2:25]>>[CH2:1]([c:2]1[cH:3][cH:4][cH:5][cH:6][cH:7]1)[O:8][CH2:9][CH2:10][CH2:11][CH2:12][CH:13]([CH2:14][CH2:15][C:16](=[O:17])[O:18][CH3:19])[CH2:20][CH2:21][OH:22]. The reactants are C(C(=O)Cl)(=O)Cl (oxalyl chloride), COC1=CC=C2C(=CC(=NC2=C1)C1=CC=CC=C1)C(=O)O (7-methoxy-2-phenylquinoline-4-carboxylic acid). The solvent is C(Cl)Cl (CH2Cl2). Reaction conditions: temperature -10 celsius, time 8 hour. The product is COC1=CC=C2C(=CC(=NC2=C1)C1=CC=CC=C1)C(=O)Cl (7-methoxy-2-phenylquinoline-4-carboxylic acid chloride). Isolated yield 123.7%. Reaction SMILES: [C:1](Cl)(=O)[C:2]([Cl:4])=[O:3].[CH3:7][O:8][C:9]1[CH:18]=[C:17]2[C:12](C(C(O)=O)=[CH:14][C:15]([C:19]3[CH:24]=[CH:23][CH:22]=[CH:21][CH:20]=3)=[N:16]2)=[CH:11][CH:10]=1>C(Cl)Cl>[CH3:7][O:8][C:9]1[CH:18]=[C:17]2[C:12]([C:1]([C:2]([Cl:4])=[O:3])=[CH:14][C:15]([C:19]3[CH:24]=[CH:23][CH:22]=[CH:21][CH:20]=3)=[N:16]2)=[CH:11][CH:10]=1. Procedure details: 2.8 ml (32.3 mmol) of oxalyl chloride were dissolved in 60 ml of CH2Cl2. The solution was cooled at −10° C. and 6 g (19.0 mmol) of 7-methoxy-2-phenylquinoline-4-carboxylic acid were added portionwise. The reaction mixture was left overnight at room temperature and then evaporated to dryness to yield 7 g of the title compound, used without further purification. The reactants are BrC1=C(C=O)C=CC=C1 (2-bromobenzaldehyde), C(OCC)(OCC)OCC (triethyl orthoformate). Reagents/catalysts: [Cl-].[NH4+] (ammonium chloride). The solvent is C(C)O (ethanol). Conditions: time 8 hour. The product is C(C)OC(C1=C(C=CC=C1)Br)OCC (2-(Diethoxymethyl)bromobenzene). Yield: 66.7%. RXN SMILES: [Br:1][C:2]1[CH:9]=[CH:8][CH:7]=[CH:6][C:3]=1C=O.[CH:10]([O:17][CH2:18][CH3:19])([O:14][CH2:15][CH3:16])OCC>C(O)C.[Cl-].[NH4+]>[CH2:18]([O:17][CH:10]([O:14][CH2:15][CH3:16])[C:3]1[CH:6]=[CH:7][CH:8]=[CH:9][C:2]=1[Br:1])[CH3:19] |f:3.4|. Reported procedure: A mixture of 2-bromobenzaldehyde (33.2 g), triethyl orthoformate (29 g) and powdered ammonium chloride (0.379 g) in ethanol (30 ml) was stirred for eight hours at room temperature. The resulting suspension was filtered and the filtrate evaporated. The resulting yellow oil was distilled at reduced pressure to give the title compound (31 g). b.p. 63° C. 0.3 mm Hg. T.l.c. (Petrol/diethyl ether, 6:1) Rf=0.6.